Task: describe an organic reaction: reactants, conditions, products, and yield. Dataset: the Open Reaction Database (ORD), a public repository of structured organic reaction records Starting materials: C(C)OC(C(CCC#C[Si](C)(C)C)(F)C(C)=O)=O (2-acetyl-2-fluoro-6-(trimethylsilyl)-5-hexynoic acid ethyl ester), [O-]CC.[Na+].C(C)O (sodium ethoxide ethanol), [OH-].[Na+] (sodium hydroxide). The solvent is C(C)O (ethanol). Reaction conditions: time 18 hour. Yields the product FC(C(=O)O)CCC#C (2-fluoro-5-hexynoic acid). The yield is 101.0%. RXN SMILES: C([O:3][C:4](=[O:18])[C:5](C(=O)C)([F:14])[CH2:6][CH2:7][C:8]#[C:9][Si](C)(C)C)C.[O-]CC.[Na+].C(O)C.[OH-].[Na+]>C(O)C>[F:14][CH:5]([CH2:6][CH2:7][C:8]#[CH:9])[C:4]([OH:18])=[O:3] |f:1.2.3,4.5|. Reported procedure: To a solution of 2-acetyl-2-fluoro-6-(trimethylsilyl)-5-hexynoic acid ethyl ester (6.63 g) in ethanol (20 ml) was added 27 ml of 2.65 M sodium ethoxide/ethanol. After 18 hours, 7 ml of 4 N sodium hydroxide was added. After 6 hours, the solvent was removed by rotary evaporation and the residual materials partitioned between ethyl ether and dilute hydrochloric acid. The organic layer was dried (MgSO4) and the solvent removed by rotary evaporation to give an oil which was vacuum distilled to yield ... Reactants: [C-]#N, CC(C)(N=C=O)c1cccc(Cl)c1, ONc1ccccc1, c1ccccc1. Product: CC(C)(NC(=O)N(O)c1ccccc1)c1cccc(Cl)c1. As a reaction SMILES: [C-:22]#[N:23].[Cl:9][c:10]1[cH:11][c:12]([C:13]([CH3:14])([CH3:15])[N:16]=[C:17]=[O:18])[cH:19][cH:20][cH:21]1.[OH:1][NH:2][c:3]1[cH:4][cH:5][cH:6][cH:7][cH:8]1.[cH:24]1[cH:25][cH:26][cH:27][cH:28][cH:29]1>>[OH:1][N:2]([c:3]1[cH:4][cH:5][cH:6][cH:7][cH:8]1)[C:17]([NH:16][C:13]([c:12]1[cH:11][c:10]([Cl:9])[cH:21][cH:20][cH:19]1)([CH3:14])[CH3:15])=[O:18].